This data is from the Open Reaction Database (ORD), a public repository of structured organic reaction records. The task is: describe an organic reaction: reactants, conditions, products, and yield The reactants are Cn1cc(-c2cc(Oc3ccc4nc(NC5CCCNC5)sc4c3)ccn2)cn1, CN1CCCC1=O, CCN(C(C)C)C(C)C, O=S(=O)(Cl)C1CC1. Product: Cn1cc(-c2cc(Oc3ccc4nc(NC5CCCN(S(=O)(=O)C6CC6)C5)sc4c3)ccn2)cn1. As a reaction SMILES: [CH3:1][n:2]1[n:3][cH:4][c:5](-[c:7]2[n:8][cH:9][cH:10][c:11]([O:13][c:14]3[cH:15][c:16]4[c:17]([n:18][c:19]([NH:21][CH:22]5[CH2:23][NH:24][CH2:25][CH2:26][CH2:27]5)[s:20]4)[cH:28][cH:29]3)[cH:12]2)[cH:6]1.[CH3:46][N:47]1[CH2:48][CH2:49][CH2:50][C:51]1=[O:52].[CH:30]([N:31]([CH2:32][CH3:33])[CH:34]([CH3:35])[CH3:36])([CH3:37])[CH3:38].[CH:39]1([S:42](=[O:43])(=[O:44])[Cl:45])[CH2:40][CH2:41]1>>[CH3:1][n:2]1[n:3][cH:4][c:5](-[c:7]2[n:8][cH:9][cH:10][c:11]([O:13][c:14]3[cH:15][c:16]4[c:17]([n:18][c:19]([NH:21][CH:22]5[CH2:23][N:24]([S:42]([CH:39]6[CH2:40][CH2:41]6)(=[O:43])=[O:44])[CH2:25][CH2:26][CH2:27]5)[s:20]4)[cH:28][cH:29]3)[cH:12]2)[cH:6]1. Starting materials: C(C)(C)(C)OC(NCC1=C(C(=CC(=C1)CN(C)CCOC)Cl)F)=O ((3-chloro-2-fluoro-5-{[(2-methoxy-ethyl)-methyl-amino]-methyl}-benzyl)-carbamic acid tert-butyl ester), Cl (HCl). Run in O1CCOCC1 (dioxane). The product is NCC=1C=C(CN(C)CCOC)C=C(C1F)Cl ((3-Aminomethyl-5-chloro-4-fluoro-benzyl)-(2-methoxy-ethyl)-methyl-amine). RXN SMILES: C(OC(=O)[NH:7][CH2:8][C:9]1[CH:14]=[C:13]([CH2:15][N:16]([CH2:18][CH2:19][O:20][CH3:21])[CH3:17])[CH:12]=[C:11]([Cl:22])[C:10]=1[F:23])(C)(C)C.Cl>O1CCOCC1>[NH2:7][CH2:8][C:9]1[CH:14]=[C:13]([CH:12]=[C:11]([Cl:22])[C:10]=1[F:23])[CH2:15][N:16]([CH2:18][CH2:19][O:20][CH3:21])[CH3:17]. Procedure details: was prepared according to Scheme C2 (step D) from (3-chloro-2-fluoro-5-{[(2-methoxy-ethyl)-methyl-amino]-methyl}-benzyl)-carbamic acid tert-butyl ester (222 mg, 0.47 mmol) and 4N HCl in dioxane. MS (LC-MS): 261.0 [M]+. The reactants are FC1=C(OC2=C(C=C(C=C2)S(=O)(=O)N)C2=CN(C3=C(N=CC=C32)OC)C)C=CC(=C1)F (4-(2,4-difluorophenoxy)-3-(7-methoxy-1-methyl-1H-pyrrolo[2,3-c]pyridin-3-yl)benzenesulfonamide), Cl (hydrogen chloride). Solvent: O1CCOCC1 (dioxane). Conditions: temperature 70 celsius. Product: FC1=C(OC2=C(C=C(C=C2)S(=O)(=O)N)C2=CN(C=3C(NC=CC32)=O)C)C=CC(=C1)F (4-(2,4-difluorophenoxy)-3-(1-methyl-7-oxo-6,7-dihydro-1H-pyrrolo[2,3-c]pyridin-3-yl)benzenesulfonamide). Isolated yield 45.5%. Reaction SMILES: [F:1][C:2]1[CH:30]=[C:29]([F:31])[CH:28]=[CH:27][C:3]=1[O:4][C:5]1[CH:10]=[CH:9][C:8]([S:11]([NH2:14])(=[O:13])=[O:12])=[CH:7][C:6]=1[C:15]1[C:23]2[C:18](=[C:19]([O:24]C)[N:20]=[CH:21][CH:22]=2)[N:17]([CH3:26])[CH:16]=1.Cl>O1CCOCC1>[F:1][C:2]1[CH:30]=[C:29]([F:31])[CH:28]=[CH:27][C:3]=1[O:4][C:5]1[CH:10]=[CH:9][C:8]([S:11]([NH2:14])(=[O:13])=[O:12])=[CH:7][C:6]=1[C:15]1[C:23]2[CH:22]=[CH:21][NH:20][C:19](=[O:24])[C:18]=2[N:17]([CH3:26])[CH:16]=1. Reported procedure: The product from Example 51D (0.116 g, 0.26 mmol) and 4 M hydrogen chloride (5 mL, 20.0 mmol) in dioxane were combined and heated at 70° C. for 24 hours, cooled and concentrated. Purification by reverse phase chromatography (C18, CH3CN/water (0.1% TFA), 10-100%) afforded the title compound (0.051 g, 45%). 1H NMR (300 MHz, DMSO-d6) δ ppm 10.99 (d, J=5.09 Hz, 1H) 7.96 (d, J=2.37 Hz, 1H) 7.66 (dd, J=8.82, 2.37 Hz, 1H) 7.64 (s, 1H) 7.46-7.57 (m, 1H) 7.35-7.43 (m, 1H) 7.33 (s, 2H) 7.12-7.21 (m, 1H) 6...